This data is from the Open Reaction Database (ORD), a public repository of structured organic reaction records. The task is: describe an organic reaction: reactants, conditions, products, and yield RXN SMILES: [CH3:1][N:2]([CH2:14][C:15]([OH:17])=O)[NH:3][C:4](=[O:13])[NH:5][CH2:6][C:7]1[CH:12]=[CH:11][N:10]=[CH:9][CH:8]=1.[NH2:18][C@H:19]([C:32]([N:34]([C@@H:46]([CH3:54])[CH:47]([O:51][CH2:52][CH3:53])[O:48][CH2:49][CH3:50])[CH2:35][C:36]1[C:45]2[C:40](=[CH:41][CH:42]=[CH:43][CH:44]=2)[CH:39]=[CH:38][CH:37]=1)=[O:33])[CH2:20][CH2:21][CH2:22][CH2:23][NH:24][C:25](=[O:31])[O:26][C:27]([CH3:30])([CH3:29])[CH3:28]>>[CH2:52]([O:51][CH:47]([O:48][CH2:49][CH3:50])[C@@H:46]([N:34]([CH2:35][C:36]1[C:45]2[C:40](=[CH:41][CH:42]=[CH:43][CH:44]=2)[CH:39]=[CH:38][CH:37]=1)[C:32](=[O:33])[C@@H:19]([NH:18][C:15](=[O:17])[CH2:14][N:2]([CH3:1])[NH:3][C:4](=[O:13])[NH:5][CH2:6][C:7]1[CH:8]=[CH:9][N:10]=[CH:11][CH:12]=1)[CH2:20][CH2:21][CH2:22][CH2:23][NH:24][C:25](=[O:31])[O:26][C:27]([CH3:29])([CH3:30])[CH3:28])[CH3:54])[CH3:53]. The reactants are Compound II, CN(NC(NCC1=CC=NC=C1)=O)CC(=O)O (2-(1-methyl-2-(pyridin-4-ylmethylcarbamoyl)hydrazinyl)acetic acid), N[C@@H](CCCCNC(OC(C)(C)C)=O)C(=O)N(CC1=CC=CC2=CC=CC=C12)[C@H](C(OCC)OCC)C (tert-butyl (S)-5-amino-6-(((S)-1,1-diethoxypropan-2-yl)-(naphthalen-1-ylmethyl)amino)-6-oxohexylcarbamate). Procedure: According to the procedure described in the synthesis method of Compound II-15, 2-(1-methyl-2-(pyridin-4-ylmethylcarbamoyl)hydrazinyl)acetic acid (Compound VI-6) 69 mg (0.29 mmol) was coupled with tert-butyl (S)-5-amino-6-(((S)-1,1-diethoxypropan-2-yl)-(naphthalen-1-ylmethyl)amino)-6-oxohexylcarbamate (Compound IV-13) 100 mg (0.19 mmol) to obtain the title compound. The product is C(C)OC([C@H](C)N(C([C@H](CCCCNC(OC(C)(C)C)=O)NC(CN(NC(NCC1=CC=NC=C1)=O)C)=O)=O)CC1=CC=CC2=CC=CC=C12)OCC (tert-butyl (S)-6-(((S)-1,1-diethoxypropan-2-yl)(naphthalen-1-ylmethyl)amino)-5-(2-(1-methyl-2-(pyridin-4-ylmethylcarbamoyl)hydrazinyl)acetamido)-6-oxohexylcarbamate). The reactants are Br, CCOC(=O)c1cn(CC)c2cc(C(C)=O)c(F)cc2c1=O, CC(=O)O, [K+], [O-][Br+2]([O-])[O-], O. The product is CCOC(=O)c1cn(CC)c2cc(C(=O)CBr)c(F)cc2c1=O. As a reaction SMILES: [BrH:28].[C:1]([CH3:2])(=[O:3])[c:4]1[c:5]([F:22])[cH:6][c:7]2[c:8](=[O:21])[c:9]([C:16](=[O:17])[O:18][CH2:19][CH3:20])[cH:10][n:11]([CH2:14][CH3:15])[c:12]2[cH:13]1.[CH3:30][C:31](=[O:32])[OH:33].[K+:23].[O-:24][Br+2:25]([O-:26])[O-:27].[OH2:29]>>[C:1]([CH2:2][Br:25])(=[O:3])[c:4]1[c:5]([F:22])[cH:6][c:7]2[c:8](=[O:21])[c:9]([C:16](=[O:17])[O:18][CH2:19][CH3:20])[cH:10][n:11]([CH2:14][CH3:15])[c:12]2[cH:13]1. Reactants: C1(C=2C(C(N1CC1=C(C=CC=C1)C=1C(=CC=CC1)C(=O)O)=O)=CC=CC2)=O (2′-phthalimidomethylbiphenyl-2-carboxylic acid), acid chloride, S(=O)(Cl)Cl (thionyl chloride), C(C1=CC=CC=C1)N (benzylamine). The product is C(C1=CC=CC=C1)NC(=O)C=1C(=CC=CC1)C1=C(C=CC=C1)CN1C(C=2C(C1=O)=CC=CC2)=O (2′-phthalimidomethylbiphenyl-2-carboxylic acid benzylamide). Reaction SMILES: [C:1]1(=[O:27])[N:5]([CH2:6][C:7]2[CH:12]=[CH:11][CH:10]=[CH:9][C:8]=2[C:13]2[C:14]([C:19]([OH:21])=O)=[CH:15][CH:16]=[CH:17][CH:18]=2)[C:4](=[O:22])[C:3]2=[CH:23][CH:24]=[CH:25][CH:26]=[C:2]12.S(Cl)(Cl)=O.[CH2:32]([NH2:39])[C:33]1[CH:38]=[CH:37][CH:36]=[CH:35][CH:34]=1>>[CH2:32]([NH:39][C:19]([C:14]1[C:13]([C:8]2[CH:9]=[CH:10][CH:11]=[CH:12][C:7]=2[CH2:6][N:5]2[C:4](=[O:22])[C:3]3=[CH:23][CH:24]=[CH:25][CH:26]=[C:2]3[C:1]2=[O:27])=[CH:18][CH:17]=[CH:16][CH:15]=1)=[O:21])[C:33]1[CH:38]=[CH:37][CH:36]=[CH:35][CH:34]=1. Procedure: From 2′-phthalimidomethylbiphenyl-2-carboxylic acid (precursor 2), after conversion into the acid chloride using thionyl chloride and reaction with benzylamine, 2′-phthalimidomethylbiphenyl-2-carboxylic acid benzylamide was obtained. 1.2 g (2.7 mmol) of the product were dissolved in 55 ml of methanol and treated with 1.35 ml of hydrazine hydrate. After stirring at 40° C. for 1 h, the reaction mixture was concentrated and the residue was taken up in methylene chloride. After filtering off the 2,3... Starting materials: CN(C)CCN1CCOc2cc3c(cc21)NCCC3, C[Al](C)C, COC(=O)c1ccc(-c2ccc(N3CCCC3=O)cc2C)cc1, Cc1ccccc1. The product is Cc1cc(N2CCCC2=O)ccc1-c1ccc(C(=O)N2CCCc3cc4c(cc32)N(CCN(C)C)CCO4)cc1. RXN SMILES: [CH3:1][N:2]([CH2:3][CH2:4][N:5]1[CH2:6][CH2:7][O:8][c:9]2[c:10]1[cH:11][c:12]1[c:13]([cH:14]2)[CH2:15][CH2:16][CH2:17][NH:18]1)[CH3:19].[CH3:20][Al:21]([CH3:22])[CH3:23].[CH3:24][c:25]1[c:26](-[c:37]2[cH:38][cH:39][c:40]([C:43](=[O:44])[O:45][CH3:46])[cH:41][cH:42]2)[cH:27][cH:28][c:29]([N:31]2[C:32](=[O:36])[CH2:33][CH2:34][CH2:35]2)[cH:30]1.[CH3:47][c:48]1[cH:49][cH:50][cH:51][cH:52][cH:53]1>>[CH3:1][N:2]([CH2:3][CH2:4][N:5]1[CH2:6][CH2:7][O:8][c:9]2[c:10]1[cH:11][c:12]1[c:13]([cH:14]2)[CH2:15][CH2:16][CH2:17][N:18]1[C:43]([c:40]1[cH:39][cH:38][c:37](-[c:26]2[c:25]([CH3:24])[cH:30][c:29]([N:31]3[C:32](=[O:36])[CH2:33][CH2:34][CH2:35]3)[cH:28][cH:27]2)[cH:42][cH:41]1)=[O:44])[CH3:19]. Reactants: C(C)O (ethanol), FC(CCC(C(=O)OCC1=CC=CC=C1)C(=O)OCC1=CC=CC=C1)=C(F)F (dibenzyl 2-(3,4,4-trifluoro-3-butenyl)-malonate), [OH-].[K+] (KOH). The solvent is O (water), O (water). Yields the product FC(CCC(C(=O)O)C(=O)O)=C(F)F (2-(3,4,4-Trifluoro-3-butenyl)malonic acid). RXN SMILES: [OH-].[K+].C(O)C.[F:6][C:7](=[C:31]([F:33])[F:32])[CH2:8][CH2:9][CH:10]([C:21]([O:23]CC1C=CC=CC=1)=[O:22])[C:11]([O:13]CC1C=CC=CC=1)=[O:12]>O>[F:6][C:7](=[C:31]([F:32])[F:33])[CH2:8][CH2:9][CH:10]([C:21]([OH:23])=[O:22])[C:11]([OH:13])=[O:12] |f:0.1|. Reported procedure: 5.56 g (99 mmol) KOH flakes were dissolved in 6.82 ml water and 13.65 ml ethanol and then treated with 11.12 g (28.34 mmol) of dibenzyl 2-(3,4,4-trifluoro-3-butenyl)-malonate. After heating under reflux for 4 hours, the reaction mixture was poured into 30 ml water and washed with ether. The aqueous phase was acidified with dilute hydrochloric acid and extracted 4 times with ether. The organic phase was dried over sodium sulphate, filtered and then concentrated in a rotary evaporator. The reactants are OCCCCCCCCBr, CN(C)C=O, Cl, Oc1ccc(OC(F)(F)F)cc1, [K+], [K+], O=C([O-])[O-]. Yields the product OCCCCCCCCOc1ccc(OC(F)(F)F)cc1. RXN SMILES: [Br:13][CH2:14][CH2:15][CH2:16][CH2:17][CH2:18][CH2:19][CH2:20][CH2:21][OH:22].[CH3:30][N:31]([CH3:32])[CH:33]=[O:34].[ClH:29].[F:1][C:2]([O:3][c:4]1[cH:5][cH:6][c:7]([OH:10])[cH:8][cH:9]1)([F:11])[F:12].[K+:23].[K+:24].[O-:25][C:26]([O-:27])=[O:28]>>[F:1][C:2]([O:3][c:4]1[cH:5][cH:6][c:7]([O:10][CH2:14][CH2:15][CH2:16][CH2:17][CH2:18][CH2:19][CH2:20][CH2:21][OH:22])[cH:8][cH:9]1)([F:11])[F:12]. The reactants are ClC1=C(OC2=CC(=C(NCC#N)C=C2)[N+](=O)[O-])C(=CC(=C1)C(F)(F)F)F (4-(2-chloro-4-trifluoromethyl-6-fluorophenoxy)-2-nitro-N-cyanomethylaniline), C([O-])([O-])=O.[K+].[K+] (potassium carbonate). As a reaction SMILES: [Cl:1][C:2]1[CH:21]=[C:20]([C:22]([F:25])([F:24])[F:23])[CH:19]=[C:18]([F:26])[C:3]=1[O:4][C:5]1[CH:14]=[CH:13][C:8]([NH:9][CH2:10][C:11]#[N:12])=[C:7]([N+:15]([O-])=[O:16])[CH:6]=1.C(=O)([O-])[O-].[K+].[K+]>C(O)C>[C:11]([C:10]1[NH:9][C:8]2[CH:13]=[CH:14][C:5]([O:4][C:3]3[C:18]([F:26])=[CH:19][C:20]([C:22]([F:24])([F:23])[F:25])=[CH:21][C:2]=3[Cl:1])=[CH:6][C:7]=2[N+:15]=1[O-:16])#[N:12] |f:1.2.3|. The product is C(#N)C1=[N+](C2=C(N1)C=CC(=C2)OC2=C(C=C(C=C2F)C(F)(F)F)Cl)[O-] (2-cyano-5-(2-chloro-4-trifluoromethyl-6-fluorophenoxy)-1H-benzimidazole-3-oxide). Conditions: time 8 hour. Solvent: C(C)O (ethanol). The yield is 83.9%. Reported procedure: 4-(2-chloro-4-trifluoromethyl-6-fluorophenoxy)-2-nitro-N-cyanomethylaniline (1 g) was suspended in hot ethanol (50cm3) and anhydrous potassium carbonate (0.18 g) added. The mixture was then stirred under reflux for 4 hours and left at room temperature overnight. The solvent was evaporated from the mixture under vacuum and the residue dissolved in water (75cm3), filtered and acidified with 2M hydrochloric acid. The yellow precipitate was collected and washed with water, then hexane and air dried ... The reactants are [H][H] (hydrogen), ClC1=CC=C(C=C1)C(CP(OCC)(=O)C(OCC)OCC)C[N+](=O)[O-] (ethyl 2-(4-chlorophenyl)-3-nitropropyl(diethoxymethyl)phosphinate), solution, N (ammonia). Reagents/catalysts: [Ni] (Raney Nickel). The solvent is C(C)O (ethanol), C(C)O (ethanol). Yields the product NCC(CP(OCC)(=O)C(OCC)OCC)C1=CC=C(C=C1)Cl (ethyl 3-amino-2-(4-chlorophenyl)propyl(diethoxymethyl)phosphinate). As a reaction SMILES: [Cl:1][C:2]1[CH:7]=[CH:6][C:5]([CH:8]([CH2:22][N+:23]([O-])=O)[CH2:9][P:10]([CH:15]([O:19][CH2:20][CH3:21])[O:16][CH2:17][CH3:18])(=[O:14])[O:11][CH2:12][CH3:13])=[CH:4][CH:3]=1.N.[H][H]>C(O)C.[Ni]>[NH2:23][CH2:22][CH:8]([C:5]1[CH:4]=[CH:3][C:2]([Cl:1])=[CH:7][CH:6]=1)[CH2:9][P:10]([CH:15]([O:19][CH2:20][CH3:21])[O:16][CH2:17][CH3:18])(=[O:14])[O:11][CH2:12][CH3:13]. Procedure details: A solution of 8.0 g of ethyl 2-(4-chlorophenyl)-3-nitropropyl(diethoxymethyl)phosphinate in 70 ml of ethanol is added to 64 g of an 8% solution of ammonia in ethanol. To this are added 8 ml of Raney Nickel and the resulting mixture is hydrogenated at 1 bar until the theoretical amount of hydrogen has been taken up. The mixture is then filtered and the filtrate is concentrated under reduced pressure to give ethyl 3-amino-2-(4-chlorophenyl)propyl(diethoxymethyl)phosphinate as a viscous oil, 31P=+4... Reactants: BrC1CCCC1, CCOC(=O)C(=NO)C(C)=O. Yields the product CCOC(=O)C(=NOC1CCCC1)C(C)=O. As a reaction SMILES: [CH:12]1([Br:17])[CH2:13][CH2:14][CH2:15][CH2:16]1.[OH:1][N:2]=[C:3]([C:4](=[O:5])[O:6][CH2:7][CH3:8])[C:9]([CH3:10])=[O:11]>>[O:1]([N:2]=[C:3]([C:4](=[O:5])[O:6][CH2:7][CH3:8])[C:9]([CH3:10])=[O:11])[CH:12]1[CH2:13][CH2:14][CH2:15][CH2:16]1. Starting materials: CSc1nccc(Oc2ccc(NC(=O)OC(C)(C)C)c3ccccc23)n1, Cl, C1COCCO1. Product: CSc1nccc(Oc2ccc(N)c3ccccc23)n1. RXN SMILES: [C:1]([O:2][C:3](=[O:4])[NH:7][c:8]1[cH:9][cH:10][c:11]([O:18][c:19]2[n:20][c:21]([S:25][CH3:26])[n:22][cH:23][cH:24]2)[c:12]2[cH:13][cH:14][cH:15][cH:16][c:17]12)([CH3:5])([CH3:6])[CH3:27].[ClH:28].[O:29]1[CH2:30][CH2:31][O:32][CH2:33][CH2:34]1>>[NH2:7][c:8]1[cH:9][cH:10][c:11]([O:18][c:19]2[n:20][c:21]([S:25][CH3:26])[n:22][cH:23][cH:24]2)[c:12]2[cH:13][cH:14][cH:15][cH:16][c:17]12.